Dataset: the Open Reaction Database (ORD), a public repository of structured organic reaction records. Task: describe an organic reaction: reactants, conditions, products, and yield As a reaction SMILES: [NH2:1][CH2:2][CH2:3][CH2:4][CH2:5][NH:6][C:7](=[O:25])[CH2:8][CH2:9][CH2:10][CH2:11][CH2:12][CH2:13][CH2:14]/[CH:15]=[CH:16]\[CH2:17][CH2:18][CH2:19][CH2:20][CH2:21][CH2:22][CH2:23][CH3:24].[CH3:26][C:27]1([CH3:43])[O:32][CH:31]([C:33]([NH:35][CH2:36][CH2:37][C:38](O)=[O:39])=[O:34])[C:30]([CH3:42])([CH3:41])[CH2:29][O:28]1>>[C:7]([NH:6][CH2:5][CH2:4][CH2:3][CH2:2][NH:1][C:38](=[O:39])[CH2:37][CH2:36][NH:35][C:33]([CH:31]1[C:30]([CH3:41])([CH3:42])[CH2:29][O:28][C:27]([CH3:43])([CH3:26])[O:32]1)=[O:34])(=[O:25])[CH2:8][CH2:9][CH2:10][CH2:11][CH2:12][CH2:13][CH2:14]/[CH:15]=[CH:16]\[CH2:17][CH2:18][CH2:19][CH2:20][CH2:21][CH2:22][CH2:23][CH3:24]. Product: C(CCCCCCC\C=C/CCCCCCCC)(=O)NCCCCNC(CCNC(=O)C1OC(OCC1(C)C)(C)C)=O (N-(4-Oleoylaminobutyl)-3-[N-(2,2,5,5-tetramethyl-1,3-dioxane-4-carbonyl)amino]propanamide). Isolated yield 44.8%. Reported procedure: N-(4-Aminobutyl)oleamide (3.77 g) and 2.59 g of 3-[N-(2,2,5,5-tetramethyl-1,3-dioxane-4-carbonyl)amino]propionic acid were reacted in the same manner as in Example 1 to obtain 2.66 g of the title compound (yield: 45%). The reactants are NCCCCNC(CCCCCCC\C=C/CCCCCCCC)=O (N-(4-Aminobutyl)oleamide), CC1(OCC(C(O1)C(=O)NCCC(=O)O)(C)C)C (3-[N-(2,2,5,5-tetramethyl-1,3-dioxane-4-carbonyl)amino]propionic acid). The reactants are [BH3-]C#N.[Na+] (NaBH3CN), ClC1=CC=C(C(=O)C=2C=CC3=C(C(=NCC(N3C)=O)C3=CC(=CC=C3)Cl)C2)C=C1 (7-(4-chlorobenzoyl)-5-(3-chlorophenyl)-1,3-dihydro-1-methyl-2H-1,4-benzodiazepin-2-one), Ice water, [NH4+].[OH-] (NH4OH). Run in C(C)(=O)O (acetic acid), CO (methanol). Run at temperature 5 celsius, time 30 minute. The product is ClC1=CC=C(C(=O)C=2C=CC3=C(C(NCC(N3C)=O)C3=CC(=CC=C3)Cl)C2)C=C1 (7-(4-chlorobenzoyl)-5-(3-chlorophenyl)-1,3,4,5-tetrahydro-1-methyl-2H-1,4-benzodiazepin-2-one). Isolated yield 82.2%. As a reaction SMILES: [BH3-]C#N.[Na+].[Cl:5][C:6]1[CH:33]=[CH:32][C:9]([C:10]([C:12]2[CH:13]=[CH:14][C:15]3[N:21]([CH3:22])[C:20](=[O:23])[CH2:19][N:18]=[C:17]([C:24]4[CH:29]=[CH:28][CH:27]=[C:26]([Cl:30])[CH:25]=4)[C:16]=3[CH:31]=2)=[O:11])=[CH:8][CH:7]=1.[NH4+].[OH-]>C(O)(=O)C.CO>[Cl:5][C:6]1[CH:7]=[CH:8][C:9]([C:10]([C:12]2[CH:13]=[CH:14][C:15]3[N:21]([CH3:22])[C:20](=[O:23])[CH2:19][NH:18][CH:17]([C:24]4[CH:29]=[CH:28][CH:27]=[C:26]([Cl:30])[CH:25]=4)[C:16]=3[CH:31]=2)=[O:11])=[CH:32][CH:33]=1 |f:0.1,3.4|. Procedure: NaBH3CN (0.0472 mol) was added at 5° C. to a mixture of intermediate (7) (0.0236 mol) in acetic acid (50 ml) and methanol (300 ml). The mixture was stirred at 5° C. for 30 min and then stirred at room temperature for 2 hours. Ice water and then NH4OH 35% (60 ml) were added. The mixture was stirred for 2 hours. The precipitate was filtered off, washed with water and taken up in DCM. The organic layer was separated, dried (MgSO4), filtered and the solvent was evaporated, yielding 8.25 g (85%) of 7... Reactants: CN(C)CC1=CC2=C(CN(CC2)S(=O)(=O)C2=CC=C(C=C2)\C=C/C2=CC=CC=C2)O1 ((Z)-N,N-Dimethyl-[6-(4-stilbenesulfonyl)-4,5,6,7-tetrahydrofuro[2,3-c]pyridin-2-ylmethyl]amine), Cl (hydrogen chloride). Run in CO (methanol), CO (methanol). Yields the product Cl.CN(C)CC1=CC2=C(CN(CC2)S(=O)(=O)C2=CC=C(C=C2)\C=C/C2=CC=CC=C2)O1 ((Z)-N,N-dimethyl-[6-(4-stilbenesulfonyl)-4,5,6,7-tetrahydrofuro[2,3-c]pyridin-2-ylmethyl]amine hydrochloride). As a reaction SMILES: [CH3:1][N:2]([CH2:4][C:5]1[O:30][C:8]2[CH2:9][N:10]([S:13]([C:16]3[CH:21]=[CH:20][C:19](/[CH:22]=[CH:23]\[C:24]4[CH:29]=[CH:28][CH:27]=[CH:26][CH:25]=4)=[CH:18][CH:17]=3)(=[O:15])=[O:14])[CH2:11][CH2:12][C:7]=2[CH:6]=1)[CH3:3].[ClH:31]>CO>[ClH:31].[CH3:1][N:2]([CH2:4][C:5]1[O:30][C:8]2[CH2:9][N:10]([S:13]([C:16]3[CH:21]=[CH:20][C:19](/[CH:22]=[CH:23]\[C:24]4[CH:29]=[CH:28][CH:27]=[CH:26][CH:25]=4)=[CH:18][CH:17]=3)(=[O:15])=[O:14])[CH2:11][CH2:12][C:7]=2[CH:6]=1)[CH3:3] |f:3.4|. Procedure: (Z)-N,N-Dimethyl-[6-(4-stilbenesulfonyl)-4,5,6,7-tetrahydrofuro[2,3-c]pyridin-2-ylmethyl]amine 0.138 g was dissolved in 2 ml of methanol; hydrogen chloride in methanol was added in excess, followed by stirring. This mixture was concentrated to yield the desired product. The reactants are CC(CN(CCN(CC(C)O)CC(C)O)CC(C)O)O (Quadrol), 212, CC(CN(CCN(CC(C)O)CC(C)O)CC(C)O)O (Quadrol), CC(C)(C1CCC(CC1)O)C2CCC(CC2)O (HBPA), methoxyhydroxyl, methoxy, COCN1C2C(N(C1=O)COC)N(C(=O)N2COC)COC (tetramethoxymethyl glycoluril), hydrogenated bisphenol-A, COCN1C2C(N(C1=O)COC)N(C(=O)N2COC)COC (TMMGU), C1CCC(CC1)NS(=O)(=O)O (Polycat 200), methoxy-methyl. Solvent: meta-pyrol. Conditions: temperature 120 celsius. The product is C12C(NC(=O)N1)NC(=O)N2 (Glycoluril). RXN SMILES: COC[N:4]1[C:8](=[O:9])[N:7](COC)[CH:6]2[N:13](COC)[C:14]([N:16](COC)[CH:5]12)=[O:15].C1CCC(NS(O)(=O)=O)CC1.CC(O)CN(CC(O)C)CCN(CC(O)C)CC(O)C.CC(C1CCC(O)CC1)(C1CCC(O)CC1)C>>[CH:6]12[NH:13][C:14](=[O:15])[NH:16][CH:5]1[NH:4][C:8]([NH:7]2)=[O:9]. Procedure details: Into a reaction vessel equipped as in Example A was charged 1064 grams tetramethoxymethyl glycoluril (TMMGU) and 532 grams hydrogenated bisphenol-A which was melted and heated to 120° C. 14 grams of Polycat 200 catayst was added slowly over a 30-minute period at 110°-120° C. to control foaming. The batch temperature was then raised slowly to 160° C. and foaming controlled with 2 grams additions of Quadrol. Total Quadrol added is 10.4 grams. Upon reaching a tack temperature of 80°-85° C., the bat... Starting materials: C(#N)C1=CC(=C(C=C1)N(C(OC(C)(C)C)=O)CC1=C(CCCC1=O)NC1=CC(=CC=C1)C(F)(F)F)C (tert-butyl (4-cyano-2-methylphenyl)(6-oxo-2-(3-(trifluoromethyl)phenylamino)cyclohex-1-enyl)methylcarbamate), C(#N)C1=CC(=C(C=C1)N(C(OC(C)(C)C)=O)CC1=C(CCCC1=O)NC1=CC(=CC=C1)C(F)(F)F)C (tert-butyl (4-cyano-2-methylphenyl)(6-oxo-2-(3-(trifluoromethyl)phenylamino)cyclohex-1-enyl)methylcarbamate), ClC=1C=C(C#N)C=CC1C=O (3-chloro-4-formylbenzonitrile). Product: ClC1=C(C=CC(=C1)C#N)N(C(OC(C)(C)C)=O)CC1=C(CCCC1=O)NC1=CC(=CC=C1)C(F)(F)F (tert-Butyl (2-Chloro-4-cyanophenyl)(6-oxo-2-(3-(trifluoromethyl)phenylamino)cyclohex-1-enyl)methylcarbamate). As a reaction SMILES: [C:1]([C:3]1[CH:8]=[CH:7][C:6]([N:9]([CH2:17][C:18]2[C:23](=[O:24])[CH2:22][CH2:21][CH2:20][C:19]=2[NH:25][C:26]2[CH:31]=[CH:30][CH:29]=[C:28]([C:32]([F:35])([F:34])[F:33])[CH:27]=2)[C:10](=[O:16])[O:11][C:12]([CH3:15])([CH3:14])[CH3:13])=[C:5](C)[CH:4]=1)#[N:2].[Cl:37]C1C=C(C=CC=1C=O)C#N>>[Cl:37][C:5]1[CH:4]=[C:3]([C:1]#[N:2])[CH:8]=[CH:7][C:6]=1[N:9]([CH2:17][C:18]1[C:23](=[O:24])[CH2:22][CH2:21][CH2:20][C:19]=1[NH:25][C:26]1[CH:31]=[CH:30][CH:29]=[C:28]([C:32]([F:35])([F:34])[F:33])[CH:27]=1)[C:10](=[O:16])[O:11][C:12]([CH3:15])([CH3:14])[CH3:13]. Procedure details: The title compound is prepared in analogy to tert-butyl (4-cyano-2-methylphenyl)(6-oxo-2-(3-(trifluoromethyl)phenylamino)cyclohex-1-enyl)methylcarbamate (intermediate 51), using 3-chloro-4-formylbenzonitrile (500 mg, 6.04 mmol) as starting material. Yield: 1.05 g; ESI mass spectrum [M+H]+=520; Retention time HPLC: 0.81 min (X012_S01). Starting materials: [CH2]C, CCOCC, C=CCc1cccc2c1CCC2=O, CN(C)C=O, CI, O. Product: C=CCc1cccc2c1CC(C)C2=O. Reaction SMILES: [CH2:1][CH3:2].[CH2:23]([O:24][CH2:25][CH3:26])[CH3:27].[CH2:3]([CH:4]=[CH2:5])[c:6]1[c:7]2[c:11]([cH:12][cH:13][cH:14]1)[C:10](=[O:15])[CH2:9][CH2:8]2.[CH3:16][N:17]([CH3:18])[CH:19]=[O:20].[CH3:21][I:22].[OH2:28]>>[CH2:3]([CH:4]=[CH2:5])[c:6]1[c:7]2[c:11]([cH:12][cH:13][cH:14]1)[C:10](=[O:15])[CH:9]([CH3:16])[CH2:8]2.